This data is from the Open Reaction Database (ORD), a public repository of structured organic reaction records. The task is: describe an organic reaction: reactants, conditions, products, and yield Run in COCCOC (DME), O (H2O), hexanes, C(C)(=O)OCC (ethyl acetate). As a reaction SMILES: [CH2:1]([N:8]1[C:13](=[O:14])[C:12](Cl)=[C:11]([C:16]2[CH:21]=[CH:20][C:19]([S:22]([CH3:25])(=[O:24])=[O:23])=[CH:18][CH:17]=2)[CH:10]=[N:9]1)[C:2]1[CH:7]=[CH:6][CH:5]=[CH:4][CH:3]=1.[S:26]1[CH:30]=[CH:29][C:28](B(O)O)=[CH:27]1.[F-].[Cs+].N>COCCOC.[Pd].C1(P(C2C=CC=CC=2)C2C=CC=CC=2)C=CC=CC=1.C1(P(C2C=CC=CC=2)C2C=CC=CC=2)C=CC=CC=1.C1(P(C2C=CC=CC=2)C2C=CC=CC=2)C=CC=CC=1.C1(P(C2C=CC=CC=2)C2C=CC=CC=2)C=CC=CC=1.O.C(OCC)(=O)C>[CH2:1]([N:8]1[C:13](=[O:14])[C:12]([C:28]2[CH:29]=[CH:30][S:26][CH:27]=2)=[C:11]([C:16]2[CH:21]=[CH:20][C:19]([S:22]([CH3:25])(=[O:24])=[O:23])=[CH:18][CH:17]=2)[CH:10]=[N:9]1)[C:2]1[CH:7]=[CH:6][CH:5]=[CH:4][CH:3]=1 |f:2.3,6.7.8.9.10|. Reagents/catalysts: [Pd].C1(=CC=CC=C1)P(C1=CC=CC=C1)C1=CC=CC=C1.C1(=CC=CC=C1)P(C1=CC=CC=C1)C1=CC=CC=C1.C1(=CC=CC=C1)P(C1=CC=CC=C1)C1=CC=CC=C1.C1(=CC=CC=C1)P(C1=CC=CC=C1)C1=CC=CC=C1 (tetrakis-(triphenylphosphine)-palladium(0)). Reported procedure: 2-Benzyl-4-chloro-5-[4-(methylsulfonyl)phenyl]-3(2H)-pyridazinone prepared in Example 78 (150 mg, 0.4 mmol), thiophene-3-boronic acid (66.5 mg, 0.52 mmol), CsF (145.8 mg, 0.96 mmol), and tetrakis-(triphenylphosphine)-palladium(0) (13.9 mg, 0.012 mmol) in DME (25 mL) were stirred at reflux for 6 hours TLC (1CH2Cl2:1 hexanes:1.5 ethyl acetate) indicated that all starting materials were consumed. The reaction mixture was cooled to room temperature and concentrated under reduced pressure. The residu... The product is C(C1=CC=CC=C1)N1N=CC(=C(C1=O)C1=CSC=C1)C1=CC=C(C=C1)S(=O)(=O)C (2-Benzyl-4-(3-thienyl)-5-[4-(methylsulfonyl)phenyl]-3(2H)-pyridazinone). Starting materials: C(C1=CC=CC=C1)N1N=CC(=C(C1=O)Cl)C1=CC=C(C=C1)S(=O)(=O)C (2-Benzyl-4-chloro-5-[4-(methylsulfonyl)phenyl]-3(2H)-pyridazinone), S1C=C(C=C1)B(O)O (thiophene-3-boronic acid), [F-].[Cs+] (CsF), N (NH3).